From a dataset of the Open Reaction Database (ORD), a public repository of structured organic reaction records. describe an organic reaction: reactants, conditions, products, and yield Procedure: Prepared analogously to example 303a from 3,4-dinitro-benzoyl chloride and 2-amino-4-trifluoromethyl-pyridine. As a reaction SMILES: [N+:1]([C:4]1[CH:5]=[C:6]([CH:10]=[CH:11][C:12]=1[N+:13]([O-:15])=[O:14])[C:7](Cl)=[O:8])([O-:3])=[O:2].[NH2:16][C:17]1[CH:22]=[C:21]([C:23]([F:26])([F:25])[F:24])[CH:20]=[CH:19][N:18]=1>>[N+:1]([C:4]1[CH:5]=[C:6]([CH:10]=[CH:11][C:12]=1[N+:13]([O-:15])=[O:14])[C:7]([NH:16][C:17]1[CH:22]=[C:21]([C:23]([F:25])([F:24])[F:26])[CH:20]=[CH:19][N:18]=1)=[O:8])([O-:3])=[O:2]. The product is [N+](=O)([O-])C=1C=C(C(=O)NC2=NC=CC(=C2)C(F)(F)F)C=CC1[N+](=O)[O-] (3,4-Dinitro-N-(4-trifluoromethyl-pyridin-2-yl)-benzamide). Starting materials: [N+](=O)([O-])C=1C=C(C(=O)Cl)C=CC1[N+](=O)[O-] (3,4-dinitro-benzoyl chloride), NC1=NC=CC(=C1)C(F)(F)F (2-amino-4-trifluoromethyl-pyridine). Starting materials: ClCCl, Oc1cccc(F)c1Nc1nc(Cl)ncc1Cl, CC(C)(C)OC(=O)N=NC(=O)OC(C)(C)C, OCCOC1CCCCO1, c1ccc(P(c2ccccc2)c2ccccc2)cc1. The product is Fc1cccc(OCCOC2CCCCO2)c1Nc1nc(Cl)ncc1Cl. As a reaction SMILES: [CH2:63]([Cl:64])[Cl:65].[Cl:1][c:2]1[n:3][cH:4][c:5]([Cl:17])[c:6]([NH:8][c:9]2[c:10]([OH:16])[cH:11][cH:12][cH:13][c:14]2[F:15])[n:7]1.[N:47]([C:48]([O:49][C:50]([CH3:51])([CH3:52])[CH3:53])=[O:54])=[N:55][C:56]([O:57][C:58]([CH3:59])([CH3:60])[CH3:61])=[O:62].[O:18]1[CH:19]([O:24][CH2:25][CH2:26][OH:27])[CH2:20][CH2:21][CH2:22][CH2:23]1.[c:28]1([P:29]([c:30]2[cH:31][cH:32][cH:33][cH:34][cH:35]2)[c:36]2[cH:37][cH:38][cH:39][cH:40][cH:41]2)[cH:42][cH:43][cH:44][cH:45][cH:46]1>>[Cl:1][c:2]1[n:3][cH:4][c:5]([Cl:17])[c:6]([NH:8][c:9]2[c:10]([O:16][CH2:26][CH2:25][O:24][CH:19]3[O:18][CH2:23][CH2:22][CH2:21][CH2:20]3)[cH:11][cH:12][cH:13][c:14]2[F:15])[n:7]1. Reactants: OC1=C(CO)C=CC=C1 (2-hydroxybenzyl alcohol), C(CC)OCCCl (2-chloroethyl propyl ether), [I-].[Na+] (sodium iodide), C([O-])([O-])=O.[K+].[K+] (potassium carbonate). Run in CN(C)C=O (DMF), O (water). Reaction conditions: temperature 90 celsius, time 24 hour. Yields the product C(CC)OCCOC1=C(CO)C=CC=C1 (2-(2-propoxyethoxy)benzyl alcohol). Reaction SMILES: [OH:1][C:2]1[CH:9]=[CH:8][CH:7]=[CH:6][C:3]=1[CH2:4][OH:5].[CH2:10]([O:13][CH2:14][CH2:15]Cl)[CH2:11][CH3:12].[I-].[Na+].C(=O)([O-])[O-].[K+].[K+]>O.CN(C=O)C>[CH2:10]([O:13][CH2:14][CH2:15][O:1][C:2]1[CH:9]=[CH:8][CH:7]=[CH:6][C:3]=1[CH2:4][OH:5])[CH2:11][CH3:12] |f:2.3,4.5.6|. Procedure: A mixture of 2-hydroxybenzyl alcohol (3.00 g), 2-chloroethyl propyl ether (4.0 ml), sodium iodide (4.75 g), potassium carbonate (6.68 g) and DMF (30 ml) was stirred at 90° C. for 24 hours. The reaction mixture was mixed with water and was extracted with ethyl acetate. The organic layer was washed with water and an aqueous saturated solution of sodium chloride, and was dried with magnesium sulfate. After concentration under reduced pressure, the residue was subjected to purification using column ... Starting materials: Cl.ClC1=NC(=CC=2N1N=C(N2)C2CCN(CC2)C(C)C)C2=C(C=C(C=C2)Cl)Cl (5-chloro-7-(2,4-dichlorophenyl)-2-[1-(propan-2-yl)piperidin-4-yl][1,2,4]-triazolo[1,5-c]pyrimidine hydrochloride), Cl.NC1=NC(=CC=C1C(C(F)(F)F)=O)NCCN (1-{2-Amino-6-[(2-aminoethyl)amino]pyridin-3-yl}-2,2,2-trifluoroethanone hydrochloride), C(C)(C)N(C(C)C)CC (N,N-diisopropylethylamine). Solvent: CS(=O)C (DMSO). Run at temperature 130 celsius. The product is NC1=NC(=CC=C1C(C(F)(F)F)=O)NCCNC1=NC(=CC=2N1N=C(N2)C2CCN(CC2)C(C)C)C2=C(C=C(C=C2)Cl)Cl (1-(2-Amino-6-{[2-({7-(2,4-dichlorophenyl)-2-[1-(propan-2-yl)piperidin-4-yl][1,2,4]triazolo[1,5-c]-pyrimidin-5-yl}amino)ethyl]amino}pyridin-3-yl)-2,2,2-trifluoroethanone). Reaction SMILES: Cl.Cl[C:3]1[N:8]2[N:9]=[C:10]([CH:12]3[CH2:17][CH2:16][N:15]([CH:18]([CH3:20])[CH3:19])[CH2:14][CH2:13]3)[N:11]=[C:7]2[CH:6]=[C:5]([C:21]2[CH:26]=[CH:25][C:24]([Cl:27])=[CH:23][C:22]=2[Cl:28])[N:4]=1.Cl.[NH2:30][C:31]1[C:36]([C:37](=[O:42])[C:38]([F:41])([F:40])[F:39])=[CH:35][CH:34]=[C:33]([NH:43][CH2:44][CH2:45][NH2:46])[N:32]=1.C(N(CC)C(C)C)(C)C>CS(C)=O>[NH2:30][C:31]1[C:36]([C:37](=[O:42])[C:38]([F:39])([F:41])[F:40])=[CH:35][CH:34]=[C:33]([NH:43][CH2:44][CH2:45][NH:46][C:3]2[N:8]3[N:9]=[C:10]([CH:12]4[CH2:17][CH2:16][N:15]([CH:18]([CH3:20])[CH3:19])[CH2:14][CH2:13]4)[N:11]=[C:7]3[CH:6]=[C:5]([C:21]3[CH:26]=[CH:25][C:24]([Cl:27])=[CH:23][C:22]=3[Cl:28])[N:4]=2)[N:32]=1 |f:0.1,2.3|. Procedure: 250 mg (0.59 mmol) of 5-chloro-7-(2,4-dichlorophenyl)-2-[1-(propan-2-yl)piperidin-4-yl][1,2,4]-triazolo[1,5-c]pyrimidine hydrochloride (Example 40A), 201 mg (0.71 mmol) of 1-{2-amino-6-[(2-aminoethyl)amino]pyridin-3-yl}-2,2,2-trifluoroethanone hydrochloride (Example 13A) and 0.615 ml (3.5 mmol) of N,N-diisopropylethylamine were initially charged in 4 ml of DMSO. The mixture was heated in the microwave at 130° C. for 30 min. This gave, after purification of the crude product by preparative HPLC (...